This data is from the Open Reaction Database (ORD), a public repository of structured organic reaction records. The task is: describe an organic reaction: reactants, conditions, products, and yield The reactants are [H-].[Al+3].[Li+].[H-].[H-].[H-] (Lithium aluminium hydride), OC12CC3C(C(CC(C1)C3)C2)NC(=O)[C@H]2NCC(C2)(F)F ((S)-4,4-difluoro-pyrrolidine-2-carboxylic acid (5-hydroxy-adamantan-2-yl)-amide). Reaction SMILES: [H-].[Al+3].[Li+].[H-].[H-].[H-].[OH:7][C:8]12[CH2:17][CH:12]3[CH2:13][CH:14]([CH2:16][CH:10]([CH:11]3[NH:18][C:19]([C@@H:21]3[CH2:25][C:24]([F:27])([F:26])[CH2:23][NH:22]3)=O)[CH2:9]1)[CH2:15]2>C1COCC1>[F:27][C:24]1([F:26])[CH2:23][NH:22][C@H:21]([CH2:19][NH:18][CH:11]2[CH:12]3[CH2:17][C:8]4([OH:7])[CH2:15][CH:14]([CH2:16][CH:10]2[CH2:9]4)[CH2:13]3)[CH2:25]1 |f:0.1.2.3.4.5|. Solvent: C1CCOC1 (THF). Yields the product FC1(C[C@H](NC1)CNC1C2CC3(CC(CC1C3)C2)O)F (4-[((S)-4,4-difluoro-pyrrolidin-2-ylmethyl)-amino]-adamantan-1-ol). Reported procedure: Lithium aluminium hydride (0.51 g) was added in portions to the solution of (S)-4,4-difluoro-pyrrolidine-2-carboxylic acid (5-hydroxy-adamantan-2-yl)-amide (1.2 g) in THF (15 mL) at RT. The reaction mixture was refluxed for 24 h. The reaction mixture was quenched with saturated aqueous sodium sulfate solution (15 mL) at 0° C., filtered through Celite® and extracted with ethyl acetate (3×10 mL). The organic layer was dried over anhydrous Na2SO4 and concentrated under high vacuum using rotary evap... Isolated yield 43.7%. Reactants: ClC(=O)OC(Cl)(Cl)Cl (trichloromethyl chloroformate), CN1CCN(CC1)CCCO (N-methyl-N′-(3-hydroxypropyl)piperazine), Cl (HCl). The solvent is C(C)#N (acetonitrile), C(C)#N (acetonitrile), O1CCOCC1 (dioxane), C(C)#N (acetonitrile). Conditions: temperature 6 celsius, time 15 hour. The product is CN1CCN(CC1)CCC.Cl.Cl.ClC(=O)OCC (3-(4-Methylpiperazin-1-yl)propane 1-ethyl chloroformate dihydrochloride). As a reaction SMILES: [CH3:1][N:2]1[CH2:7][CH2:6][N:5]([CH2:8][CH2:9][CH2:10]O)[CH2:4][CH2:3]1.[ClH:12].[Cl:13][C:14]([O:16][C:17](Cl)(Cl)Cl)=[O:15]>C(#N)C.O1CCOCC1>[CH3:1][N:2]1[CH2:7][CH2:6][N:5]([CH2:8][CH2:9][CH3:10])[CH2:4][CH2:3]1.[ClH:13].[ClH:12].[Cl:13][C:14]([O:16][CH2:17][CH3:1])=[O:15] |f:5.6.7.8|. Procedure: 9.7 g (61.2 mmol) of N-methyl-N′-(3-hydroxypropyl)piperazine dissolved in 10 ml of acetonitrile are added dropwise to a solution of 100 ml of acetonitrile and 40 ml of 4 N HCl in dioxane and cooled using a water bath that the internal temperature did not exceed 40° C. 8 ml (66.3 mmol) of trichloromethyl chloroformate in 10 ml of acetonitrile are subsequently added dropwise with ice-cooling at an internal temperature of 2-10° C., and the mixture is subsequently stirred at room temperature for 15 ... Starting materials: COC(=O)c1cc(Br)c(Cl)cc1O, CO, N. Product: NC(=O)c1cc(Br)c(Cl)cc1O. Reaction SMILES: [Br:1][c:2]1[c:3]([Cl:13])[cH:4][c:5]([OH:12])[c:6]([C:7](=[O:8])[O:9][CH3:10])[cH:11]1.[CH3:15][OH:16].[NH3:14]>>[Br:1][c:2]1[c:3]([Cl:13])[cH:4][c:5]([OH:12])[c:6]([C:7](=[O:8])[NH2:14])[cH:11]1. Reactants: C1CCOC1, CNC, N=C(CCl)NS(=O)(=O)c1cccc(C(=O)C(C(=O)c2cc(F)cc(F)c2)=C2Nc3ccccc3N2)c1, CN(C)C=O, O. The product is CN(C)CC(=N)NS(=O)(=O)c1cccc(C(=O)C(C(=O)c2cc(F)cc(F)c2)=C2Nc3ccccc3N2)c1. As a reaction SMILES: [CH2:4]1[O:5][CH2:6][CH2:7][CH2:8]1.[CH3:1][NH:2][CH3:3].[Cl:14][CH2:15][C:16]([NH:17][S:18](=[O:19])(=[O:20])[c:21]1[cH:22][c:23]([C:27]([C:28]([C:29](=[O:30])[c:31]2[cH:32][c:33]([F:38])[cH:34][c:35]([F:37])[cH:36]2)=[C:39]2[NH:40][c:41]3[c:42]([cH:44][cH:45][cH:46][cH:47]3)[NH:43]2)=[O:48])[cH:24][cH:25][cH:26]1)=[NH:49].[O:9]=[CH:10][N:11]([CH3:12])[CH3:13].[OH2:50]>>[CH2:10]([N:11]([CH3:12])[CH3:13])[C:16]([NH:17][S:18](=[O:19])(=[O:20])[c:21]1[cH:22][c:23]([C:27]([C:28]([C:29](=[O:30])[c:31]2[cH:32][c:33]([F:38])[cH:34][c:35]([F:37])[cH:36]2)=[C:39]2[NH:40][c:41]3[c:42]([cH:44][cH:45][cH:46][cH:47]3)[NH:43]2)=[O:48])[cH:24][cH:25][cH:26]1)=[NH:49]. Starting materials: c1cc(OCC2CO2)ccc1CCOCC1CC1, NCCn1cnc2cc(-c3ccc(=O)[nH]n3)ccc21. Yields the product O=c1ccc(-c2ccc3c(c2)ncn3CCNCC(O)COc2ccc(CCOCC3CC3)cc2)n[nH]1. RXN SMILES: [CH:1]1([CH2:4][O:5][CH2:6][CH2:7][c:8]2[cH:9][cH:10][c:11]([O:12][CH2:13][CH:14]3[CH2:15][O:16]3)[cH:17][cH:18]2)[CH2:2][CH2:3]1.[NH2:19][CH2:20][CH2:21][n:22]1[cH:23][n:24][c:25]2[c:26]1[cH:27][cH:28][c:29](-[c:31]1[cH:32][cH:33][c:34](=[O:37])[nH:35][n:36]1)[cH:30]2>>[CH:1]1([CH2:4][O:5][CH2:6][CH2:7][c:8]2[cH:9][cH:10][c:11]([O:12][CH2:13][CH:14]([CH2:15][NH:19][CH2:20][CH2:21][n:22]3[cH:23][n:24][c:25]4[c:26]3[cH:27][cH:28][c:29](-[c:31]3[cH:32][cH:33][c:34](=[O:37])[nH:35][n:36]3)[cH:30]4)[OH:16])[cH:17][cH:18]2)[CH2:2][CH2:3]1. The reactants are Fc1cc(Br)ccc1C1OCCO1, [Li]CCCC, CCOC(C)=O, O=CN1CCOCC1, C1CCOC1, O. Yields the product O=Cc1ccc(C2OCCO2)c(F)c1. Reaction SMILES: [Br:6][c:7]1[cH:8][c:9]([F:18])[c:10]([CH:13]2[O:14][CH2:15][CH2:16][O:17]2)[cH:11][cH:12]1.[CH2:19]([Li:20])[CH2:21][CH2:22][CH3:23].[CH3:32][CH2:33][O:34][C:35](=[O:36])[CH3:37].[CH:24]([N:25]1[CH2:26][CH2:27][O:28][CH2:29][CH2:30]1)=[O:31].[O:1]1[CH2:2][CH2:5][CH2:4][CH2:3]1.[OH2:38]>>[O:1]=[CH:2][c:7]1[cH:8][c:9]([F:18])[c:10]([CH:13]2[O:14][CH2:15][CH2:16][O:17]2)[cH:11][cH:12]1.